Dataset: the Open Reaction Database (ORD), a public repository of structured organic reaction records. Task: describe an organic reaction: reactants, conditions, products, and yield Reactants: CCN, O=C(Cl)C(c1ccccc1)c1ccccc1. Yields the product CCNC(=O)C(c1ccccc1)c1ccccc1. As a reaction SMILES: [CH3:17][CH2:18][NH2:19].[c:1]1([CH:7]([C:8](=[O:9])[Cl:10])[c:11]2[cH:12][cH:13][cH:14][cH:15][cH:16]2)[cH:2][cH:3][cH:4][cH:5][cH:6]1>>[c:1]1([CH:7]([C:8](=[O:9])[NH:19][CH2:18][CH3:17])[c:11]2[cH:12][cH:13][cH:14][cH:15][cH:16]2)[cH:2][cH:3][cH:4][cH:5][cH:6]1. Reactants: CC#N, COc1cc(C(C)=O)ccc1OCCCCl, O=C(O[IH2](OC(=O)C(F)(F)F)c1ccccc1)C(F)(F)F, O. The product is COc1cc(C(=O)CO)ccc1OCCCCl. As a reaction SMILES: [CH3:39][C:40]#[N:41].[Cl:1][CH2:2][CH2:3][CH2:4][O:5][c:6]1[c:7]([O:15][CH3:16])[cH:8][c:9]([C:12]([CH3:13])=[O:14])[cH:10][cH:11]1.[F:17][C:18]([F:19])([F:21])[C:22]([O:20][IH2:24]([c:25]1[cH:26][cH:27][cH:28][cH:29][cH:30]1)[O:31][C:32]([C:33]([F:34])([F:35])[F:36])=[O:37])=[O:23].[OH2:38]>>[Cl:1][CH2:2][CH2:3][CH2:4][O:5][c:6]1[c:7]([O:15][CH3:16])[cH:8][c:9]([C:12]([CH2:13][OH:20])=[O:14])[cH:10][cH:11]1. Starting materials: ClCCl, O=C(O)C(F)(F)F, CC(C)(C)OC(=O)N(CC(N)Cc1ccc(C(F)(F)F)cc1)c1nnc(-c2ccc3ncncc3c2)s1. Product: NC(CNc1nnc(-c2ccc3ncncc3c2)s1)Cc1ccc(C(F)(F)F)cc1. Reaction SMILES: [Cl:45][CH2:46][Cl:47].[F:38][C:39]([F:40])([F:41])[C:42]([OH:43])=[O:44].[NH2:1][CH:2]([CH2:3][N:4]([C:5](=[O:6])[O:7][C:8]([CH3:9])([CH3:10])[CH3:11])[c:12]1[s:13][c:14](-[c:17]2[cH:18][c:19]3[cH:20][n:21][cH:22][n:23][c:24]3[cH:25][cH:26]2)[n:15][n:16]1)[CH2:27][c:28]1[cH:29][cH:30][c:31]([C:34]([F:35])([F:36])[F:37])[cH:32][cH:33]1>>[NH2:1][CH:2]([CH2:3][NH:4][c:12]1[s:13][c:14](-[c:17]2[cH:18][c:19]3[cH:20][n:21][cH:22][n:23][c:24]3[cH:25][cH:26]2)[n:15][n:16]1)[CH2:27][c:28]1[cH:29][cH:30][c:31]([C:34]([F:35])([F:36])[F:37])[cH:32][cH:33]1. Reactants: [OH-].[Na+] (sodium hydroxide), C(C)(=O)C=1C=CC(=C(C1)C=CC(=O)OCC)OC (ethyl 3-(5-acetyl-2-methoxyphenyl)prop-2-ene oate), Cl (hydrochloric acid). Solvent: CO (methanol). Product: C(C)(=O)C=1C=CC(=C(C1)C=CC(=O)O)OC (3-(5-acetyl-2-methoxyphenyl)-prop-2-ene-oic acid). As a reaction SMILES: [C:1]([C:4]1[CH:5]=[CH:6][C:7]([O:17][CH3:18])=[C:8]([CH:10]=[CH:11][C:12]([O:14]CC)=[O:13])[CH:9]=1)(=[O:3])[CH3:2].[OH-].[Na+].Cl>CO>[C:1]([C:4]1[CH:5]=[CH:6][C:7]([O:17][CH3:18])=[C:8]([CH:10]=[CH:11][C:12]([OH:14])=[O:13])[CH:9]=1)(=[O:3])[CH3:2] |f:1.2|. Procedure details: 24 g (0.08 mole) of the ester obtained in step (b) are dissolved in 250 ml of methanol and 50 ml of sodium hydroxide at 400 g/l. After the reaction mixture is heated for 2 hours under reflux, it is left to cool then acidified with 5 N hydrochloric acid. The expected product is left to precipitate and, after filtration, is washed with water then with ethanol and finally with isopropyl ether. 13.6 g of the desired product are obtained. m.p.=203° C. As a reaction SMILES: [C:1]([O:5][C:6](=[O:20])[NH:7][C:8]1[CH:13]=[C:12]([CH3:14])[C:11]([C:15]([F:18])([F:17])[F:16])=[CH:10][C:9]=1[NH2:19])([CH3:4])([CH3:3])[CH3:2].C([O:25][C:26](=O)[CH2:27][C:28]([C:30]1[CH:35]=[CH:34][CH:33]=[C:32]([C:36]2[CH:41]=[CH:40][N:39]=[C:38]([CH:42]3[CH2:46][CH2:45][CH2:44][CH2:43]3)[CH:37]=2)[CH:31]=1)=[O:29])(C)(C)C>>[C:1]([O:5][C:6](=[O:20])[NH:7][C:8]1[CH:13]=[C:12]([CH3:14])[C:11]([C:15]([F:18])([F:17])[F:16])=[CH:10][C:9]=1[NH:19][C:26](=[O:25])[CH2:27][C:28]([C:30]1[CH:35]=[CH:34][CH:33]=[C:32]([C:36]2[CH:41]=[CH:40][N:39]=[C:38]([CH:42]3[CH2:43][CH2:44][CH2:45][CH2:46]3)[CH:37]=2)[CH:31]=1)=[O:29])([CH3:4])([CH3:2])[CH3:3]. Procedure: The title compound was prepared from (2-amino-5-methyl-4-trifluoromethyl-phenyl)-carbamic acid tert-butyl ester (Example J20) (218 mg, 0.75 mmol) and 3-[3-(2-cyclopentyl-pyridin-4-yl)-phenyl]-3-oxo-propionic acid tert-butyl ester (Example K61) (274 mg, 0.75 mmol) according to the general procedure M. Obtained as a light yellow foam (369 mg, 86%). Product: C(C)(C)(C)OC(NC1=C(C=C(C(=C1)C)C(F)(F)F)NC(CC(=O)C1=CC(=CC=C1)C1=CC(=NC=C1)C1CCCC1)=O)=O ((2-{3-[3-(2-Cyclopentyl-pyridin-4-yl)-phenyl]-3-oxo-propionylamino}-5-methyl-4-trifluoromethyl-phenyl)-carbamic acid tert-butyl ester), foam. The reactants are C(C)(C)(C)OC(NC1=C(C=C(C(=C1)C)C(F)(F)F)N)=O ((2-amino-5-methyl-4-trifluoromethyl-phenyl)-carbamic acid tert-butyl ester), C(C)(C)(C)OC(CC(=O)C1=CC(=CC=C1)C1=CC(=NC=C1)C1CCCC1)=O (3-[3-(2-cyclopentyl-pyridin-4-yl)-phenyl]-3-oxo-propionic acid tert-butyl ester). The yield is 86.0%. The solvent is O=P(Cl)(Cl)Cl (POCl3). Product: BrC1=CC(=C(C=C1)NC1=C(C=2N(C=C1C=1OC(=NN1)CCl)C=CN2)Cl)F ((4-bromo-2-fluorophenyl)-[8-chloro-6-(5-chloromethyl-[1,3,4]oxadiazol-2-yl)-imidazo[1,2-a]pyridin-7-yl]-amine). Procedure details: 7-(4-Bromo-2-fluorophenylamino)-8-chloroimidazo[1,2-a]pyridine-6-carboxylic acid N′-(2-chloro-acetyl)-hydrazide (63 mg, 0.13 mmol) was suspended in POCl3 (1 mL). The reaction mixture was heated to 100° C. for 8 hours, during which time it became a bright red solution. The reaction mixture was cooled to room temperature and the solvent evaporated under reduced pressure. The residue was dissolved in ethyl acetate and washed with saturated aqueous NaHCO3, saturated aqueous NaCl, dried over Na2SO4 a... Reactants: ClCC(=O)NNC(=O)C=1C(=C(C=2N(C1)C=CN2)Cl)NC2=C(C=C(C=C2)Br)F (7-(4-Bromo-2-fluorophenylamino)-8-chloroimidazo[1,2-a]pyridine-6-carboxylic acid N′-(2-chloro-acetyl)-hydrazide). Conditions: temperature 100 celsius. As a reaction SMILES: [Cl:1][CH2:2][C:3]([NH:5][NH:6][C:7]([C:9]1[C:10]([NH:19][C:20]2[CH:25]=[CH:24][C:23]([Br:26])=[CH:22][C:21]=2[F:27])=[C:11]([Cl:18])[C:12]2[N:13]([CH:15]=[CH:16][N:17]=2)[CH:14]=1)=O)=[O:4]>O=P(Cl)(Cl)Cl>[Br:26][C:23]1[CH:24]=[CH:25][C:20]([NH:19][C:10]2[C:9]([C:7]3[O:4][C:3]([CH2:2][Cl:1])=[N:5][N:6]=3)=[CH:14][N:13]3[CH:15]=[CH:16][N:17]=[C:12]3[C:11]=2[Cl:18])=[C:21]([F:27])[CH:22]=1. Reactants: COC1=CC=C(C=C1)C=1C(=CC=CC1)C(=O)O (4′-methoxy-biphenyl-2-carboxylic acid), BrC=1C=NC(=NC1)N[C@H]1CNCCC1 ((R)-(5-bromo-pyrimidin-2-yl)-piperidine-3-yl-amine). The product is BrC=1C=NC(=NC1)N[C@H]1CN(CCC1)C(=O)C1=C(C=CC=C1)C1=CC=C(C=C1)OC ((R)-[3-(5-Bromo-pyrimidin-2-ylamino)-piperidin-1-yl]-(4′-methoxy-biphenyl-2-yl)-methanone). RXN SMILES: [CH3:1][O:2][C:3]1[CH:8]=[CH:7][C:6]([C:9]2[C:10]([C:15]([OH:17])=O)=[CH:11][CH:12]=[CH:13][CH:14]=2)=[CH:5][CH:4]=1.[Br:18][C:19]1[CH:20]=[N:21][C:22]([NH:25][C@@H:26]2[CH2:31][CH2:30][CH2:29][NH:28][CH2:27]2)=[N:23][CH:24]=1>>[Br:18][C:19]1[CH:20]=[N:21][C:22]([NH:25][C@@H:26]2[CH2:31][CH2:30][CH2:29][N:28]([C:15]([C:10]3[CH:11]=[CH:12][CH:13]=[CH:14][C:9]=3[C:6]3[CH:5]=[CH:4][C:3]([O:2][CH3:1])=[CH:8][CH:7]=3)=[O:17])[CH2:27]2)=[N:23][CH:24]=1. Reported procedure: prepared by reaction of 4′-methoxy-biphenyl-2-carboxylic acid with (R)-(5-bromo-pyrimidin-2-yl)-piperidine-3-yl-amine. Reactants: C(C)(C)(C)OC1=C(C(=NC(=C1)F)F)F (4-t-butoxy-2,3,6-trifluoropyridine), [Li+].CC(C)[N-]C(C)C (LDA), COB(OC)OC (trimethoxyborane), OO (hydrogen peroxide), [OH-].[Na+] (sodium hydroxide). Run in C(C)(=O)O (acetic acid), C1CCOC1 (THF). Conditions: temperature -78 celsius, time 30 minute. The product is C(C)(C)(C)OC1=C(C(=NC(=C1O)F)F)F (4-t-butoxy-2,3,6-trifluoro-5-hydroxypyridine). RXN SMILES: [C:1]([O:5][C:6]1[CH:11]=[C:10]([F:12])[N:9]=[C:8]([F:13])[C:7]=1[F:14])([CH3:4])([CH3:3])[CH3:2].[Li+].CC([N-]C(C)C)C.C[O:24]B(OC)OC.OO.[OH-].[Na+]>C1COCC1.C(O)(=O)C>[C:1]([O:5][C:6]1[C:11]([OH:24])=[C:10]([F:12])[N:9]=[C:8]([F:13])[C:7]=1[F:14])([CH3:4])([CH3:2])[CH3:3] |f:1.2,5.6|. Procedure: A 11.16 g (54.39 mmol) sample of 4-t-butoxy-2,3,6-trifluoropyridine, from Example 253 step b above, was dissolved in 50 mL of THF, and the solution was cooled to -78° C. To this solution was added LDA (65.6 mmol) with stirring for 30 min, during which a solid preciptated. To this mixture was added 7.5 mL of trimethoxyborane, with stirring for 25 min at -78° C. To this mixture was added 10 mL of acetic acid, and the mixture was stirred and allowed to warm to room temperature. Next was added 100 m...